From a dataset of the Open Reaction Database (ORD), a public repository of structured organic reaction records. describe an organic reaction: reactants, conditions, products, and yield Procedure details: Acetamidoxime hydrochloride (1.5 g) was added portionwise to an ice-cooled suspension of sodium hydride (1.18 g of a 60% dispersion in oil) in dry tetrahydrofuran (40 ml) under an atmosphere of argon. Molecular sieve type 4A (8-12 mesh) were added followed by a solution of ethyl 4-iodobenzoate (3.73 g) in tetrahydrofuran (10 ml). The mixture was heated at 65° C. for 3 hours. The mixture was cooled to ambient temperature and partitioned between ethyl acetate and water. The organic extract was sep... RXN SMILES: Cl.[C:2](=[N:5][OH:6])([NH2:4])[CH3:3].[H-].[Na+].[I:9][C:10]1[CH:20]=[CH:19][C:13]([C:14](OCC)=O)=[CH:12][CH:11]=1>O1CCCC1>[CH3:3][C:2]1[N:4]=[C:14]([C:13]2[CH:19]=[CH:20][C:10]([I:9])=[CH:11][CH:12]=2)[O:6][N:5]=1 |f:0.1,2.3|. Isolated yield 29.0%. Reaction conditions: temperature 65 celsius. Starting materials: [H-].[Na+] (sodium hydride), Cl.C(C)(N)=NO (Acetamidoxime hydrochloride), ice, 4A, IC1=CC=C(C(=O)OCC)C=C1 (ethyl 4-iodobenzoate). Run in O1CCCC1 (tetrahydrofuran), O1CCCC1 (tetrahydrofuran). Yields the product CC1=NOC(=N1)C1=CC=C(C=C1)I (3-methyl-5-(4-iodophenyl)-1,2,4-oxadiazole). Starting materials: Cl (hydrochloric acid), C(C)(C)(C)OC(=O)N[C@@H](COC1=CC=CC=C1)C ((R)- N-(tert-Butoxycarbonyl)-1-phenoxy-2-propylamine). Solvent: C(C)(=O)OCC (ethyl acetate), C(C)(=O)OCC (ethyl acetate). Reaction conditions: time 20 hour. The product is O(C1=CC=CC=C1)C[C@@H](C)N ((R)-1-Phenoxy-2-propylamine), Cl (hydrochloride). The yield is 69.0%. Reaction SMILES: C(OC([NH:8][C@H:9]([CH3:18])[CH2:10][O:11][C:12]1[CH:17]=[CH:16][CH:15]=[CH:14][CH:13]=1)=O)(C)(C)C.[ClH:19]>C(OCC)(=O)C>[O:11]([CH2:10][C@H:9]([NH2:8])[CH3:18])[C:12]1[CH:17]=[CH:16][CH:15]=[CH:14][CH:13]=1.[ClH:19]. Procedure details: (R)- N-(tert-Butoxycarbonyl)-1-phenoxy-2-propylamine (8.0 g, 33 mmol) was dissolved in ethyl acetate (100 ml). A solution of hydrochloric acid (g) in ethyl acetate (6N, 100 ml) was added dropwise at room temperature. The reaction mixture was stirred at room temperature for 20 h during which time a heavy precipitate was formed. The reaction mixture was concentrated to half the original volume before the product was collected by filtration and dried in vacuo to provide the title compound as a whit... Reactants: O=C([O-])[O-], C[Si](C)(C)C=[N+]=[N-], CC(=O)O, CO, [K+], [K+], O=C(c1ccc(F)c(Cl)c1)N1CCC1, COC(=O)c1cc(O)cc(OC2CCN(C)C2=O)c1. The product is COC(=O)c1cc(Oc2ccc(C(=O)N3CCC3)cc2Cl)cc(OC2CCN(C)C2=O)c1. RXN SMILES: [C:34](=[O:35])([O-:36])[O-:37].[CH3:40][Si:41]([CH:42]=[N+:43]=[N-:44])([CH3:45])[CH3:46].[CH3:47][C:48](=[O:49])[OH:50].[CH3:51][OH:52].[K+:38].[K+:39].[N:20]1([C:24](=[O:25])[c:26]2[cH:27][c:28]([Cl:33])[c:29]([F:32])[cH:30][cH:31]2)[CH2:21][CH2:22][CH2:23]1.[OH:1][c:2]1[cH:3][c:4]([C:5](=[O:6])[O:7][CH3:8])[cH:9][c:10]([O:12][CH:13]2[C:14](=[O:19])[N:15]([CH3:18])[CH2:16][CH2:17]2)[cH:11]1>>[O:1]([c:2]1[cH:3][c:4]([C:5](=[O:6])[O:7][CH3:8])[cH:9][c:10]([O:12][CH:13]2[C:14](=[O:19])[N:15]([CH3:18])[CH2:16][CH2:17]2)[cH:11]1)[c:29]1[c:28]([Cl:33])[cH:27][c:26]([C:24]([N:20]2[CH2:21][CH2:22][CH2:23]2)=[O:25])[cH:31][cH:30]1. Reactants: C=CC(=O)OC, CC1(C)CC(OCc2ccccc2)CC(C)(C)N1O, CC(C)(C)[O-], [K+], [Mg+2], O=S(=O)([O-])[O-], C1CCOC1. Product: COC(=O)CCON1C(C)(C)CC(OCc2ccccc2)CC1(C)C. Reaction SMILES: [C:32]([CH:33]=[CH2:34])(=[O:35])[O:36][CH3:37].[CH2:1]([c:2]1[cH:3][cH:4][cH:5][cH:6][cH:7]1)[O:8][CH:9]1[CH2:10][C:11]([CH3:18])([CH3:19])[N:12]([OH:17])[C:13]([CH3:15])([CH3:16])[CH2:14]1.[CH3:26][C:27]([CH3:28])([O-:29])[CH3:30].[K+:31].[Mg+2:20].[O-:21][S:22](=[O:23])(=[O:24])[O-:25].[O:38]1[CH2:39][CH2:40][CH2:41][CH2:42]1>>[CH2:1]([c:2]1[cH:3][cH:4][cH:5][cH:6][cH:7]1)[O:8][CH:9]1[CH2:10][C:11]([CH3:18])([CH3:19])[N:12]([O:17][CH2:34][CH2:33][C:32](=[O:35])[O:36][CH3:37])[C:13]([CH3:15])([CH3:16])[CH2:14]1. Reactants: C(=O)(OC(C)(C)C)NCCCCl (N-Boc-3-chloropropylamine), [H-].[Na+] (sodium hydride), C(C1=CC=CC=C1)Br (benzyl bromide). The solvent is CCOCC (Et2O), O (H2O), C1CCOC1 (THF). Run at time 20 minute. The product is C(=O)(OC(C)(C)C)N(CC1=CC=CC=C1)CCCCl (N-Boc-N-benzyl-3-chloropropylamine). The yield is 13.4%. As a reaction SMILES: [C:1]([NH:8][CH2:9][CH2:10][CH2:11][Cl:12])([O:3][C:4]([CH3:7])([CH3:6])[CH3:5])=[O:2].[H-].[Na+].[CH2:15](Br)[C:16]1[CH:21]=[CH:20][CH:19]=[CH:18][CH:17]=1>C1COCC1.CCOCC.O>[C:1]([N:8]([CH2:9][CH2:10][CH2:11][Cl:12])[CH2:15][C:16]1[CH:21]=[CH:20][CH:19]=[CH:18][CH:17]=1)([O:3][C:4]([CH3:5])([CH3:6])[CH3:7])=[O:2] |f:1.2|. Procedure: To a solution of N-Boc-3-chloropropylamine (10.0 g, 51.8 mmol) in THF was added sodium hydride (1.87 g, 78 mmol). After 20 min, benzyl bromide (9.24 mL, 78 mmol) was added and the reaction mixture was heated at reflux for 16 h. After cooling, the reaction mixture was diluted with Et2O (150 mL) and H2O (50 mL), the layers were separated and the aqueous layer was extracted twice with Et2O. The combined organic phases were washed with H2O and brine, dried (MgSO4), filtered and concentrated. The res... The reactants are CO (MeOH), CC1(CC(C(C(C1)=O)=C(C)N[C@H]1[C@H](O[C@@H]([C@H]([C@@H]1OC(C)=O)OC(C)=O)COC(C)=O)Br)=O)C (2-Deoxy-2-[1-(4,4-dimethyl-2,6-dioxocyclohex-1-ylidene)ethylamino]-3,4,6-tri-O-acetyl-α-D-glucopyranosyl bromide). The reagents and catalysts are FC(S(=O)(=O)[O-])(F)F.[Ag+] (silver trifluoro-methanesulphonate). Run at temperature -15 celsius, time 8 hour. The product is CC1(CC(C(C(C1)=O)=C(C)N[C@H]1[C@H](OC)O[C@@H]([C@H]([C@@H]1OC(C)=O)OC(C)=O)COC(C)=O)=O)C (Methyl 2-Deoxy-2-[1-(4,4-dimethyl-2,6-dioxocyclohex-1-ylidene)ethylamino]-3,4,6-tri-O-acetyl-β-D-glucopyranoside). The yield is 75.0%. As a reaction SMILES: [CH3:1][C:2]1([CH3:33])[CH2:7][C:6](=[O:8])[C:5](=[C:9]([NH:11][C@@H:12]2[C@@H:17]([O:18][C:19](=[O:21])[CH3:20])[C@H:16]([O:22][C:23](=[O:25])[CH3:24])[C@@H:15]([CH2:26][O:27][C:28](=[O:30])[CH3:29])[O:14][C@@H:13]2Br)[CH3:10])[C:4](=[O:32])[CH2:3]1.[CH3:34][OH:35]>FC(F)(F)S([O-])(=O)=O.[Ag+]>[CH3:1][C:2]1([CH3:33])[CH2:7][C:6](=[O:8])[C:5](=[C:9]([NH:11][C@@H:12]2[C@@H:17]([O:18][C:19](=[O:21])[CH3:20])[C@H:16]([O:22][C:23](=[O:25])[CH3:24])[C@@H:15]([CH2:26][O:27][C:28](=[O:30])[CH3:29])[O:14][C@H:13]2[O:35][CH3:34])[CH3:10])[C:4](=[O:32])[CH2:3]1 |f:2.3|. Reported procedure: 2-Deoxy-2-[1-(4,4-dimethyl-2,6-dioxocyclohex-1-ylidene)ethylamino]-3,4,6-tri-O-acetyl-α-D-glucopyranosyl bromide (60 mg, 0.11 mmol) was dissolved in CH2C12 (5 ml), cooled to −15° C. and silver trifluoro-methanesulphonate (43 mg, 0.16 mmol) in MeOH (1 ml) added. The reaction mixture was stirred overnight, filtered and the filtrate evaporated. The residue was washed with saturated NaHCO3 solution, dried over MgSO4 and evaporated. The residue was purified by chromatography, to give Methyl 2-Deoxy-2... Reactants: N (ammonia), [O-]P(=O)([O-])[O-].[O-]P(=O)([O-])[O-].[O-]P(=O)([O-])[O-].[F-].[Ca+2].[Ca+2].[Ca+2].[Ca+2].[Ca+2] (phosphate rock), P(O)(O)(O)=O (phosphoric acid), S(O)(O)(=O)=O (sulfuric acid). Yields the product O=P12OP3(=O)OP(=O)(O1)OP(=O)(O2)O3 (P2O5). As a reaction SMILES: [O-:1][P:2]([O-:5])([O-:4])=[O:3].[O-][P:7]([O-:10])([O-:9])=[O:8].[O-][P:12]([O-:15])([O-])=[O:13].[F-].[Ca+2].[Ca+2].[Ca+2].[Ca+2].[Ca+2].[P:22](=O)(O)(O)[OH:23].S(=O)(=O)(O)O.N>>[O:3]=[P:2]12[O:5][P:7]3([O:10][P:12]([O:15][P:22]([O:9]3)([O:4]1)=[O:23])(=[O:13])[O:1]2)=[O:8] |f:0.1.2.3.4.5.6.7.8|. Reported procedure: In 1970, Richmond et al ('641 supra) reacted phosphate rock with phosphoric acid and then with sulfuric acid. The resulting acidulate was subsequently neutralized with anhydrous ammonia to produce a 7-21-0 (N--P2O5 --K2O) grade slurrey fertilizer. In later investigations Pottgiesser et al ('162 supra) produced a 13.5-6-0 (N--P2O5K2O) grade slurry by reacting nitric acid with phosphate rock and subsequently feeding the resulting slurry into a body of preneutralized solution maintained at pH 7-10 ... Starting materials: ClC1=CC=C(C=C1)C(N1CC(NCC1)=O)C1=CC=C(C=C1)Cl (4-(bis(4-chlorophenyl)methyl)piperazin-2-one), BrCC(=O)OC (methyl 2-bromoacetate), oil, [H-].[Na+] (sodium hydride). Solvent: C1CCOC1 (THF). Reaction conditions: time 8 hour. The product is ClC1=CC=C(C=C1)C(N1CC(N(CC1)CC(=O)OC)=O)C1=CC=C(C=C1)Cl (methyl 2-(4-(bis(4-chlorophenyl)methyl)-2-oxopiperazin-1-yl)acetate). The yield is 73.2%. Reaction SMILES: [Cl:1][C:2]1[CH:7]=[CH:6][C:5]([CH:8]([C:16]2[CH:21]=[CH:20][C:19]([Cl:22])=[CH:18][CH:17]=2)[N:9]2[CH2:14][CH2:13][NH:12][C:11](=[O:15])[CH2:10]2)=[CH:4][CH:3]=1.Br[CH2:24][C:25]([O:27][CH3:28])=[O:26].[H-].[Na+]>C1COCC1>[Cl:1][C:2]1[CH:3]=[CH:4][C:5]([CH:8]([C:16]2[CH:21]=[CH:20][C:19]([Cl:22])=[CH:18][CH:17]=2)[N:9]2[CH2:14][CH2:13][N:12]([CH2:24][C:25]([O:27][CH3:28])=[O:26])[C:11](=[O:15])[CH2:10]2)=[CH:6][CH:7]=1 |f:2.3|. Procedure: To a solution of 4-(bis(4-chlorophenyl)methyl)piperazin-2-one (180 mg, 537 μmol) in 10 mL of dry THF was added methyl 2-bromoacetate (60 μl, 644 μmol), followed by sodium hydride, 60% dispersion in mineral oil (16 μl, 644 μmol). After stirring rt overnight, the solvent was evaporated to dryness and was directly submitted to column chromatography (SiO2, hexane to hexane/EtOAc=100:5 to 100:10 to 100:20 to 100:30) to give methyl 2-(4-(bis(4-chlorophenyl)methyl)-2-oxopiperazin-1-yl)acetate (160 mg) ... Starting materials: [N+](=O)([O-])C=1C=C(CO)C=C(C1)[N+](=O)[O-] (3,5-dinitrobenzyl alcohol), C(C=C)Br (allyl bromide), [OH-].[Na+] (sodium hydroxide). The reagents and catalysts are S(=O)(=O)(O)[O-].C(CCC)[N+](CCCC)(CCCC)CCCC (tetrabutylamonium hydrogensulfate). Run in O1CCCC1 (tetrahydrofuran), O (water). Run at time 8 hour. The product is C(C=C)OCC1=CC(=CC(=C1)[N+](=O)[O-])[N+](=O)[O-] (3,5-dinitrobenzyl allyl ether). The yield is 79.4%. RXN SMILES: [N+:1]([C:4]1[CH:5]=[C:6]([CH:9]=[C:10]([N+:12]([O-:14])=[O:13])[CH:11]=1)[CH2:7][OH:8])([O-:3])=[O:2].[CH2:15](Br)[CH:16]=[CH2:17].[OH-].[Na+]>S([O-])(O)(=O)=O.C([N+](CCCC)(CCCC)CCCC)CCC.O1CCCC1.O>[CH2:17]([O:8][CH2:7][C:6]1[CH:5]=[C:4]([N+:1]([O-:3])=[O:2])[CH:11]=[C:10]([N+:12]([O-:14])=[O:13])[CH:9]=1)[CH:16]=[CH2:15] |f:2.3,4.5|. Procedure details: 20.0 g (101 mmol) of 3,5-dinitrobenzyl alcohol, 22 ml (254 mmol) of allyl bromide and 2.0 g (5.89 g) of tetrabutylamonium hydrogensulfate were dissolved in 100 ml of tetrahydrofuran, and a solution of 8.0 g (200 mmol) of sodium hydroxide as dissolved in 16 ml of water was added thereto and stirred overnight at room temperature. The reaction solution was extracted with diethyl ether and the organic phase was taken out and dried with anhydrous sodium sulfate. The solvent was removed under reduced ...